This data is from the Open Reaction Database (ORD), a public repository of structured organic reaction records. The task is: describe an organic reaction: reactants, conditions, products, and yield Reactants: [NH4+].[Cl-] (NH4Cl), COC(=O)C1N(C(CCC1)=O)C(=O)OC(C)(C)C (6-oxo-piperidine-1,2-dicarboxylic acid 1-tert-butyl ester 2-methyl ester), solution, LiEt3BH. Run in C1CCOC1 (THF), C1CCOC1 (THF). Run at temperature -78 celsius, time 1 hour. The product is COC(=O)C1N(C(CCC1)O)C(=O)OC(C)(C)C (6-hydroxy-piperidine-1,2-dicarboxylic acid 1-tert-butyl ester 2-methyl ester). As a reaction SMILES: [CH3:1][O:2][C:3]([CH:5]1[CH2:10][CH2:9][CH2:8][C:7](=[O:11])[N:6]1[C:12]([O:14][C:15]([CH3:18])([CH3:17])[CH3:16])=[O:13])=[O:4].[NH4+].[Cl-]>C1COCC1>[CH3:1][O:2][C:3]([CH:5]1[CH2:10][CH2:9][CH2:8][CH:7]([OH:11])[N:6]1[C:12]([O:14][C:15]([CH3:18])([CH3:17])[CH3:16])=[O:13])=[O:4] |f:1.2|. Procedure details: To a solution of 6-oxo-piperidine-1,2-dicarboxylic acid 1-tert-butyl ester 2-methyl ester, 35, (5.1 g, 19.8 mmol) in THF (100 mL) at −78° C., a 1M solution of LiEt3BH in THF (22.0 mL, 22 mmol) is added. After stirring for 1 hr at −78° C., the solution is cautiously quenched aqueous NH4Cl. The crude product is extracted with EtOAc and the combined EtOAc extracts are washed with brine, dried (MgSO4), and concentrated in vacuo. The desired product is used without further purification. Reactants: Cl (HCl), C1[C@H](CN[C@@H]1C(=O)O)O (L-trans-4-hydroxy-proline), C(=O)([O-])[O-].[K+].[K+] (K2CO3), ClC=1C=C(C=C(C1)Cl)N=C=O (3,5-dichlorophenyl isocyanate). Solvent: O (water), C1CCOC1 (THF). Conditions: time 8 hour. Yields the product ClC=1C=C(C=C(C1)Cl)NC(=O)N1[C@H](C(=O)O)C[C@H](C1)O ((4R)-1-{[(3,5-dichlorophenyl)amino]carbonyl}-4-hydroxy-L-proline). Isolated yield 78.3%. Reaction SMILES: [CH2:1]1[C@@H:5]([C:6]([OH:8])=[O:7])[NH:4][CH2:3][C@@H:2]1[OH:9].C([O-])([O-])=O.[K+].[K+].[Cl:16][C:17]1[CH:18]=[C:19]([N:24]=[C:25]=[O:26])[CH:20]=[C:21]([Cl:23])[CH:22]=1.Cl>O.C1COCC1>[Cl:16][C:17]1[CH:18]=[C:19]([NH:24][C:25]([N:4]2[CH2:3][C@H:2]([OH:9])[CH2:1][C@H:5]2[C:6]([OH:8])=[O:7])=[O:26])[CH:20]=[C:21]([Cl:23])[CH:22]=1 |f:1.2.3|. Procedure details: To a clear solution of L-trans-4-hydroxy-proline (10 g) (0.076 mol) and K2CO3 (15.7 g) (1.1 eq.) in 100 mL of water and 10 mL of THF, was added by portions 3,5-dichlorophenyl isocyanate (15.7 g) (1.1 eq.). The white suspension was stirred at RT overnight. The aqueous mixture was acidified with conc. HCl, ,then extracted with EtOAc. The organic extracts were combined, washed with water, dried over MgSO4, filtered, and the solvent removed in vacuo to afford the titled compound (19 g) (yield 78.5%)...